This data is from the Open Reaction Database (ORD), a public repository of structured organic reaction records. The task is: describe an organic reaction: reactants, conditions, products, and yield The product is FC(C1=CC=C(C=C1)NC(=O)N1N=C(C(C1)N(CCC)C(CC)=O)C1=CC=C(C=C1)OCCC)(F)F (N-(4-trifluoromethylphenyl)-3-(4-propoxyphenyl)-4-(N-propionyl-N-propylamino)-4,5,-dihydro-1H-pyrazole-1-carboxamide). Conditions: temperature -5 celsius, time 30 minute. As a reaction SMILES: [F:1][C:2]([F:32])([F:31])[C:3]1[CH:8]=[CH:7][C:6]([NH:9][C:10]([N:12]2[CH2:16][CH:15]([NH:17][CH2:18][CH2:19][CH3:20])[C:14]([C:21]3[CH:26]=[CH:25][C:24]([O:27][CH2:28][CH2:29][CH3:30])=[CH:23][CH:22]=3)=[N:13]2)=[O:11])=[CH:5][CH:4]=1.N1C=CC=CC=1.[C:39](Cl)(=[O:42])[CH2:40][CH3:41]>C(OCC)(=O)C>[F:32][C:2]([F:1])([F:31])[C:3]1[CH:8]=[CH:7][C:6]([NH:9][C:10]([N:12]2[CH2:16][CH:15]([N:17]([C:39](=[O:42])[CH2:40][CH3:41])[CH2:18][CH2:19][CH3:20])[C:14]([C:21]3[CH:22]=[CH:23][C:24]([O:27][CH2:28][CH2:29][CH3:30])=[CH:25][CH:26]=3)=[N:13]2)=[O:11])=[CH:5][CH:4]=1. Reactants: N1=CC=CC=C1 (pyridine), FC(C1=CC=C(C=C1)NC(=O)N1N=C(C(C1)NCCC)C1=CC=C(C=C1)OCCC)(F)F (N-(4-trifluoromethylphenyl)-3-(4-propoxyphenyl)-4-(N-propylamino)-4,5,-dihydro-1H-pyrazole-1-carboxamide), C(CC)(=O)Cl (propionyl chloride). Run in C(C)(=O)OCC (ethyl acetate). The yield is 22.0%. Procedure: To 2 g (4.5 mmole) of N-(4-trifluoromethylphenyl)-3-(4-propoxyphenyl)-4-(N-propylamino)-4,5,-dihydro-1H-pyrazole-1-carboxamide Example (586) dissolved in 25 ml of ethyl acetate and cooled to -5° C., was added 0.8 g (9 mmole) of pyridine and, finally, 0.8 g (9 mmole) of propionyl chloride was added. After 30 minutes, the reaction mixture was washed with water and brine, concentrated in vacuo, and chromatographed over silica gel using hexanes and ethyl acetate to yield 0.5 g of the desired compoun... Reactants: NCC1=NOC(=N1)[C@@H](CC(=O)OC(C)(C)C)CCCC1CCCCC1 (tert-butyl(3R)-3-[3-(aminomethyl)-1,2,4-oxadiazol-5-yl]-6-cyclohexylhexanoate), C(C)S(=O)(=O)Cl (ethanesulphonylchloride). Product: C1(CCCCC1)CCC[C@H](CC(=O)OC(C)(C)C)C1=NC(=NO1)CNS(=O)(=O)CC (tert-butyl(3R)-6-cyclohexyl-3-(3-{[(ethylsulfonyl)amino]methyl}-1,2,4-oxadiazol-5-yl)hexanoate). RXN SMILES: [NH2:1][CH2:2][C:3]1[N:7]=[C:6]([C@H:8]([CH2:17][CH2:18][CH2:19][CH:20]2[CH2:25][CH2:24][CH2:23][CH2:22][CH2:21]2)[CH2:9][C:10]([O:12][C:13]([CH3:16])([CH3:15])[CH3:14])=[O:11])[O:5][N:4]=1.[CH2:26]([S:28](Cl)(=[O:30])=[O:29])[CH3:27]>>[CH:20]1([CH2:19][CH2:18][CH2:17][C@@H:8]([C:6]2[O:5][N:4]=[C:3]([CH2:2][NH:1][S:28]([CH2:26][CH3:27])(=[O:30])=[O:29])[N:7]=2)[CH2:9][C:10]([O:12][C:13]([CH3:15])([CH3:16])[CH3:14])=[O:11])[CH2:21][CH2:22][CH2:23][CH2:24][CH2:25]1. Procedure details: Method the same as for Preparation 6 using tert-butyl(3R)-3-[3-(aminomethyl)-1,2,4-oxadiazol-5-yl]-6-cyclohexylhexanoate (preparation 18) (200 mg, 0.57 mmol) and ethanesulphonylchloride (54 μl, 0.57 mmol) as starting materials. The reaction was carried out at 0° C. The reactants are C(CCC)OC(=O)C=1N=C(C2=CC(=CC=C2C1O)SC1=CC=CC=C1)C#N (1-Cyano-4-hydroxy-7-phenylsulfanyl-isoquinoline-3-carboxylic acid butyl ester), NCC(=O)O (glycine). The product is C(#N)C1=NC(=C(C2=CC=C(C=C12)SC1=CC=CC=C1)O)C(=O)NCC(=O)O ([(1-Cyano-4-hydroxy-7-phenylsulfanyl-isoquinoline-3-carbonyl)-amino]-acetic acid). As a reaction SMILES: C(O[C:6]([C:8]1[N:9]=[C:10]([C:26]#[N:27])[C:11]2[C:16]([C:17]=1[OH:18])=[CH:15][CH:14]=[C:13]([S:19][C:20]1[CH:25]=[CH:24][CH:23]=[CH:22][CH:21]=1)[CH:12]=2)=[O:7])CCC.[NH2:28][CH2:29][C:30]([OH:32])=[O:31]>>[C:26]([C:10]1[C:11]2[C:16](=[CH:15][CH:14]=[C:13]([S:19][C:20]3[CH:21]=[CH:22][CH:23]=[CH:24][CH:25]=3)[CH:12]=2)[C:17]([OH:18])=[C:8]([C:6]([NH:28][CH2:29][C:30]([OH:32])=[O:31])=[O:7])[N:9]=1)#[N:27]. Procedure: The title compound was synthesized from 1-Cyano-4-hydroxy-7-phenylsulfanyl-isoquinoline-3-carboxylic acid butyl ester and glycine in analogy to example 1b; MS-(−)-ion: M−1=378.0. The reactants are [N+](=O)([O-])C1=CC=C(C=C1)S(=O)(=O)Cl (4-nitrobenzenesulphonyl chloride), COC=1C(=CN2C=CC=CC12)C (1-methoxy-2-methylindolizine), O (water), ClCCl (dichloromethane). Run in ClCCCl (1,2-dichloroethane), ClCCCl (1,2-dichloroethane). Run at time 20 hour. Product: COC=1C(=C(N2C=CC=CC12)S(=O)(=O)C1=CC=C(C=C1)[N+](=O)[O-])C (1-Methoxy-2-methyl-3-[(4-nitrophenyl)sulphonyl]indolizine). As a reaction SMILES: [N+:1]([C:4]1[CH:9]=[CH:8][C:7]([S:10](Cl)(=[O:12])=[O:11])=[CH:6][CH:5]=1)([O-:3])=[O:2].[CH3:14][O:15][C:16]1[C:17]([CH3:25])=[CH:18][N:19]2[C:24]=1[CH:23]=[CH:22][CH:21]=[CH:20]2.O.ClCCl>ClCCCl>[CH3:14][O:15][C:16]1[C:17]([CH3:25])=[C:18]([S:10]([C:7]2[CH:8]=[CH:9][C:4]([N+:1]([O-:3])=[O:2])=[CH:5][CH:6]=2)(=[O:12])=[O:11])[N:19]2[C:24]=1[CH:23]=[CH:22][CH:21]=[CH:20]2. Procedure: 690 mg (3.1 mmol) of 4-nitrobenzenesulphonyl chloride in solution in 4 ml of 1,2-dichloroethane are added to 500 mg (3.1 mmol) of 1-methoxy-2-methylindolizine dissolved in 8 ml of 1,2-dichloroethane, and the medium is stirred at room temperature for 20 hours. The reaction medium is poured over water and dichloromethane. The organic phase is separated after settling out, washed with water, dried over sodium sulphate and concentrated under reduced pressure. Reactants: CO, C=Cc1cnn(C)c1-c1cc(C(=O)OC)sc1C. Yields the product CCc1cnn(C)c1-c1cc(C(=O)OC)sc1C. RXN SMILES: [CH3:19][OH:20].[CH:1](=[CH2:2])[c:3]1[cH:4][n:5][n:6]([CH3:18])[c:7]1-[c:8]1[cH:9][c:10]([C:14](=[O:15])[O:16][CH3:17])[s:11][c:12]1[CH3:13]>>[CH2:1]([CH3:2])[c:3]1[cH:4][n:5][n:6]([CH3:18])[c:7]1-[c:8]1[cH:9][c:10]([C:14](=[O:15])[O:16][CH3:17])[s:11][c:12]1[CH3:13]. Starting materials: C(=O)(Cl)Cl (Phosgene), NC=1C=C(C=CC1)[C@H](CC(=O)OCC)NC(=O)OCC1=CC=CC=C1 ((S)-ethyl 3-(3-aminophenyl)-3-(benzyloxycarbonylamino)propanoate), C(=O)(O)[O-].[Na+] (NaHCO3), BrC1=CC(=C(C=C1)CCO)C (2-(4-bromo-2-methylphenyl)ethanol), [N-]=C=O (isocyanate), [Cl-].[NH4+] (Ammonium chloride), [H-].[Na+] (NaH). Solvent: C1CCOC1 (THF), O (water). Reaction conditions: time 1 hour. The product is C(C1=CC=CC=C1)OC(=O)N[C@@H](CC(=O)OCC)C1=CC(=CC=C1)NC(=O)OCCC1=C(C=C(C=C1)Br)C ((S)-ethyl 3-(benzyloxycarbonylamino)-3-(3-((4-bromo-2-methylphenethoxy)carbonylamino)phenyl)propanoate). Yield: 56.6%. As a reaction SMILES: C(Cl)(Cl)=O.[NH2:5][C:6]1[CH:7]=[C:8]([C@@H:12]([NH:19][C:20]([O:22][CH2:23][C:24]2[CH:29]=[CH:28][CH:27]=[CH:26][CH:25]=2)=[O:21])[CH2:13][C:14]([O:16][CH2:17][CH3:18])=[O:15])[CH:9]=[CH:10][CH:11]=1.[C:30]([O-:33])(O)=[O:31].[Na+].[Br:35][C:36]1[CH:41]=[CH:40][C:39]([CH2:42][CH2:43]O)=[C:38]([CH3:45])[CH:37]=1.[N-]=C=O.[H-].[Na+].[Cl-].[NH4+]>C1COCC1.O>[CH2:23]([O:22][C:20]([NH:19][C@H:12]([C:8]1[CH:9]=[CH:10][CH:11]=[C:6]([NH:5][C:30]([O:33][CH2:43][CH2:42][C:39]2[CH:40]=[CH:41][C:36]([Br:35])=[CH:37][C:38]=2[CH3:45])=[O:31])[CH:7]=1)[CH2:13][C:14]([O:16][CH2:17][CH3:18])=[O:15])=[O:21])[C:24]1[CH:25]=[CH:26][CH:27]=[CH:28][CH:29]=1 |f:2.3,6.7,8.9|. Procedure details: Phosgene (3.5 mmol, 1.75 mL, 20% in toluene) was added to a solution of 34C (600 mg, 1.75 mmol) and NaHCO3 (1.47 g, 17.5 mmol) at 0° C. After stirring for 1 h at rt, the solution was filtered and concentrated in vacuo. 30B (375 mg, 1.75 mmol) in THF (20 mL) was added to the crude isocyanate and the solution was cooled to −45° C. NaH (93 mg) was added in one portion and the mixture was warmed to 0° C. and stirred for 2 h at 0° C. and 15 h at ambient temperature. Ammonium chloride (5 mL, saturated... Reactants: C(C)(C)(C)OC(=O)NC=1NC=C(N1)C1=CC=C(C=2N=C(SC21)NC(O)=O)OC ([7-(2-tert-butoxycarbonylamino-1H-imidazol-4-yl)-4-methoxy-benzothiazol-2-yl]-carbamic acid). Run in Cl.CO (HCl MeOH). The product is NC=1NC=C(N1)C1=CC=C(C=2N=C(SC21)NC(O)=O)OC ([7-(2-Amino-1H-imidazol-4-yl)-4-methoxy-benzothiazol-2-yl]-carbamic acid). Yield: 16.0%. Reaction SMILES: C(OC([NH:8][C:9]1[NH:10][CH:11]=[C:12]([C:14]2[C:22]3[S:21][C:20]([NH:23][C:24](=[O:26])[OH:25])=[N:19][C:18]=3[C:17]([O:27][CH3:28])=[CH:16][CH:15]=2)[N:13]=1)=O)(C)(C)C>Cl.CO>[NH2:8][C:9]1[NH:10][CH:11]=[C:12]([C:14]2[C:22]3[S:21][C:20]([NH:23][C:24](=[O:25])[OH:26])=[N:19][C:18]=3[C:17]([O:27][CH3:28])=[CH:16][CH:15]=2)[N:13]=1 |f:1.2|. Procedure details: 0.04 g of [7-(2-tert-butoxycarbonylamino-1H-imidazol-4-yl)-4-methoxy-benzothiazol-2-yl]-carbamic acid methyll ester (0.0001 Mol) were heated to 60° C. in HCl/MeOH (2.5 M, 2 ml). After evaporation of the solvent the residue was dissolved in water (5 ml) and the pH was adjusted to 8 with sat. NaHCO3. The water was evaporated and the residue triturated in ethyl acetate where a precipitation formed. This was isolated and dried to yield the title compound as a grey solid (16%); F.p.: 225-235° C.